From a dataset of the Open Reaction Database (ORD), a public repository of structured organic reaction records. describe an organic reaction: reactants, conditions, products, and yield As a reaction SMILES: [CH2:23]([CH2:24][CH2:25][CH3:26])[OH:27].[Cl:3][C:4]([CH2:5][c:6]1[cH:7][c:8]([C:12]([F:13])([F:14])[F:15])[cH:9][cH:10][cH:11]1)([Cl:16])[Cl:17].[K+:2].[OH-:1].[S:18](=[O:19])(=[O:20])([OH:21])[OH:22]>>[O:1]=[C:4]([CH2:5][c:6]1[cH:7][c:8]([C:12]([F:13])([F:14])[F:15])[cH:9][cH:10][cH:11]1)[O:27][CH2:23][CH2:24][CH2:25][CH3:26]. Starting materials: CCCCO, FC(F)(F)c1cccc(CC(Cl)(Cl)Cl)c1, [K+], [OH-], O=S(=O)(O)O. Product: CCCCOC(=O)Cc1cccc(C(F)(F)F)c1. The reactants are CCCOc1ccc(CN)nc1Br, CN(C)C=O, CC#N, COC=C1C(=O)NC(=O)c2ccc(I)cc21. The product is CCCOc1ccc(CNC=C2C(=O)NC(=O)c3ccc(I)cc32)nc1Br. Reaction SMILES: [Br:22][c:23]1[c:24]([O:31][CH2:32][CH2:33][CH3:34])[cH:25][cH:26][c:27]([CH2:29][NH2:30])[n:28]1.[CH3:17][N:18]([CH3:19])[CH:20]=[O:21].[CH3:35][C:36]#[N:37].[I:1][c:2]1[cH:3][c:4]2[c:9]([cH:10][cH:11]1)[C:8](=[O:12])[NH:7][C:6](=[O:13])[C:5]2=[CH:14][O:15][CH3:16]>>[I:1][c:2]1[cH:3][c:4]2[c:9]([cH:10][cH:11]1)[C:8](=[O:12])[NH:7][C:6](=[O:13])[C:5]2=[CH:14][NH:30][CH2:29][c:27]1[cH:26][cH:25][c:24]([O:31][CH2:32][CH2:33][CH3:34])[c:23]([Br:22])[n:28]1. The reactants are CO, CNS(=O)(=O)c1ccc(NC(C)=O)cc1, Cl. Yields the product CNS(=O)(=O)c1ccc(N)cc1. RXN SMILES: [CH3:17][OH:18].[CH3:1][NH:2][S:3](=[O:4])(=[O:5])[c:6]1[cH:7][cH:8][c:9]([NH:12][C:13](=[O:14])[CH3:15])[cH:10][cH:11]1.[ClH:16]>>[CH3:1][NH:2][S:3](=[O:4])(=[O:5])[c:6]1[cH:7][cH:8][c:9]([NH2:12])[cH:10][cH:11]1.